The task is: describe an organic reaction: reactants, conditions, products, and yield. This data is from the Open Reaction Database (ORD), a public repository of structured organic reaction records. The reactants are [Na] (Sodium), OC1=CC=2C(C3=CC=CC=C3SC2C=C1)=O (2-hydroxy-thioxanthone), [Cl-].ClCC(C[N+](C)(C)C)O ((3-chloro-2-hydroxypropyl)trimethyl ammonium chloride). Reagents/catalysts: Cl (hydrogen chloride). Solvent: C(C)O (ethanol). Product: [Cl-].OC(C[N+](C)(C)C)COC1=CC=2C(C3=CC=CC=C3SC2C=C1)=O (2-Hydroxy-3-(9-oxo-9H-thioxanthen-2-yloxy)-N,N,N-trimethyl-1-propanaminium chloride). Reaction SMILES: [Na].[OH:2][C:3]1[CH:16]=[CH:15][C:14]2[S:13][C:12]3[C:7](=[CH:8][CH:9]=[CH:10][CH:11]=3)[C:6](=[O:17])[C:5]=2[CH:4]=1.[Cl-].[Cl:19][CH2:20][CH:21]([OH:27])[CH2:22][N+:23]([CH3:26])([CH3:25])[CH3:24]>Cl.C(O)C>[Cl-:19].[OH:27][CH:21]([CH2:20][O:2][C:3]1[CH:16]=[CH:15][C:14]2[S:13][C:12]3[C:7](=[CH:8][CH:9]=[CH:10][CH:11]=3)[C:6](=[O:17])[C:5]=2[CH:4]=1)[CH2:22][N+:23]([CH3:26])([CH3:25])[CH3:24] |f:2.3,6.7,^1:0|. Procedure: Sodium (1.36 g) was reacted with absolute ethanol (120 mls) and 2-hydroxy-thioxanthone (11.4 g) (prepared by a method analogous to that of H. Christopher and S. Smiles. J.C.S., 1911, 99, 2050-2051) was added. To the stirred refluxing mixture (3-chloro-2-hydroxypropyl)trimethyl ammonium chloride (10.7 g) was added and the mixture refluxed overnight. After adjusting the pH to ca. 4 via the addition of a few drops of 2N isopropanolic hydrogen chloride solution, hot filtration followed by ice bath c... Starting materials: ClCCl, COc1ncc(CO)cc1F. Product: COc1ncc(C=O)cc1F. RXN SMILES: [Cl:12][CH2:13][Cl:14].[F:1][c:2]1[cH:3][c:4]([CH2:10][OH:11])[cH:5][n:6][c:7]1[O:8][CH3:9]>>[F:1][c:2]1[cH:3][c:4]([CH:10]=[O:11])[cH:5][n:6][c:7]1[O:8][CH3:9].